Dataset: the Open Reaction Database (ORD), a public repository of structured organic reaction records. Task: describe an organic reaction: reactants, conditions, products, and yield Reactants: [OH-].[Na+] (sodium hydroxide), FC(COC1=C(C(=O)N(CC2=NC=CC=C2)CCCC)C=C(C=C1)OCC(F)(F)F)(F)F (2,5-bis(2,2,2-trifluoroethoxy)-N-n-butyl-N-(2-pyridylmethyl)benzamide). Yields the product C(C)(=O)O.FC(COC1=C(C(=O)N(CC2NCCCC2)CCCC)C=C(C=C1)OCC(F)(F)F)(F)F (2,5-bis(2,2,2-trifluoroethoxy)-N-n-butyl-N-(2-piperidylmethyl)benzamide acetate). As a reaction SMILES: [OH-:1].[Na+].[F:3][C:4]([F:34])([F:33])[CH2:5][O:6][C:7]1[CH:26]=[CH:25][C:24]([O:27][CH2:28][C:29]([F:32])([F:31])[F:30])=[CH:23][C:8]=1[C:9]([N:11]([CH2:19][CH2:20][CH2:21][CH3:22])[CH2:12][C:13]1[CH:18]=[CH:17][CH:16]=[CH:15][N:14]=1)=[O:10]>>[C:28]([OH:1])(=[O:27])[CH3:29].[F:34][C:4]([F:3])([F:33])[CH2:5][O:6][C:7]1[CH:26]=[CH:25][C:24]([O:27][CH2:28][C:29]([F:32])([F:31])[F:30])=[CH:23][C:8]=1[C:9]([N:11]([CH2:19][CH2:20][CH2:21][CH3:22])[CH2:12][CH:13]1[CH2:18][CH2:17][CH2:16][CH2:15][NH:14]1)=[O:10] |f:0.1,3.4|. Procedure details: Using the method of Example 12 except omitting the treatment with sodium hydroxide, 4.64 g. of 2,5-bis(2,2,2-trifluoroethoxy)-N-n-butyl-N-(2-pyridylmethyl)benzamide is reduced to provide white solid product, 2,5-bis(2,2,2-trifluoroethoxy)-N-n-butyl-N-(2-piperidylmethyl)benzamide acetate, m.p. 119°-120° C. Reactants: CC(C)(C)OC(=O)N1CCNCC1, C1=CC2=C(C(=C1)Br)OC=C2. The reagents and catalysts are CC(C)(C)[O-].[Na+], CC(C)C1=CC(=C(C(=C1)C(C)C)C2=CC=CC=C2P(C3CCCCC3)C4CCCCC4)C(C)C, C1=CC=C(C=C1)/C=C/C(=O)/C=C/C2=CC=CC=C2.C1=CC=C(C=C1)/C=C/C(=O)/C=C/C2=CC=CC=C2.C1=CC=C(C=C1)/C=C/C(=O)/C=C/C2=CC=CC=C2.[Pd].[Pd]. Solvent: CC1=CC=CC=C1. Reaction conditions: temperature 100 celsius. The product is CC(C)(C)OC(=O)N1CCN(CC1)C2=CC=CC3=C2OC=C3. The yield is 84.1%. Procedure: 7-bromobenzofuran (2 g, 10.15 mmol), tert-Butyl 1-piperazinecarboxylate (1.891 g, 10.15 mmol), Tris(dibenzylideneacetone)dipalladium(0) (0.465 g, 0.51 mmol), 2-Dicyclohexylphosphino-2',4',6'-tri-iso-propyl-1,1'-biphenyl (0.484 g, 1.02 mmol) and  sodium t-butoxide (1.856 mL, 21.32 mmol) were heated to 100 °C in toluene (10 mL) for 3h. The mixture was allowed to cool to ambient temperature. Ethylacetate was added and the mixture was filtered through Celite. The filtrate was concentrated and rediss...